This data is from the Open Reaction Database (ORD), a public repository of structured organic reaction records. The task is: describe an organic reaction: reactants, conditions, products, and yield Reactants: CCOC(=O)c1cnn(CC2CC(=O)N(c3cccc(C(F)(F)F)c3)C2)c1, CO, [Na+], [OH-], O. Yields the product O=C(O)c1cnn(CC2CC(=O)N(c3cccc(C(F)(F)F)c3)C2)c1. As a reaction SMILES: [CH2:1]([CH3:2])[O:3][C:4](=[O:5])[c:6]1[cH:7][n:8][n:9]([CH2:11][CH:12]2[CH2:13][N:14]([c:18]3[cH:19][c:20]([C:24]([F:25])([F:26])[F:27])[cH:21][cH:22][cH:23]3)[C:15](=[O:17])[CH2:16]2)[cH:10]1.[CH3:30][OH:31].[Na+:29].[OH-:28].[OH2:32]>>[O:3]=[C:4]([OH:5])[c:6]1[cH:7][n:8][n:9]([CH2:11][CH:12]2[CH2:13][N:14]([c:18]3[cH:19][c:20]([C:24]([F:25])([F:26])[F:27])[cH:21][cH:22][cH:23]3)[C:15](=[O:17])[CH2:16]2)[cH:10]1. Starting materials: NC1=CC=C(CCNC(OCC2=CC=CC=C2)=O)C=C1 (benzyl 4-aminophenethylcarbamate), C(CC(O)(C(=O)O)CC(=O)O)(=O)O (Citric acid), ClC(=O)OCC1=CC=CC=C1 (benzyl chloroformate), CC1OCCC1 (2-methyltetrahydrofuran), CC1OCCC1 (2-methyltetrahydrofuran), [F-].[K+] (KF), NCCC1=CC=C(C=C1)N (4-(2-Aminoethyl)benzenamine), [OH-].[Na+] (sodium hydroxide), ClC1=C(C(=NC(=C1)C)C)[N+](=O)[O-] (4-Chloro-2,6-dimethyl-3-nitropyridine). The reagents and catalysts are CCCC[N+](CCCC)(CCCC)CCCC.[Br-] (tetra-N-butylammonium bromide). Solvent: CC(C)O (2-propanol), O (water), CC(C)O (2-propanol), O (water). Yields the product Cl.CC1=NC(=CC(=C1[N+](=O)[O-])NC1=CC=C(CCNC(OCC2=CC=CC=C2)=O)C=C1)C (benzyl 4-(2,6-dimethyl-3-nitropyridin-4-ylamino)phenethylcarbamate hydrochloride). The yield is 78.4%. Reaction SMILES: CC1CCCO1.NCCC1C=CC(N)=CC=1.[OH-].[Na+].[Cl:19]C(OCC1C=CC=CC=1)=O.C(O)(=O)CC(CC(O)=O)(C(O)=O)O.Cl[C:44]1[CH:49]=[C:48]([CH3:50])[N:47]=[C:46]([CH3:51])[C:45]=1[N+:52]([O-:54])=[O:53].[NH2:55][C:56]1[CH:74]=[CH:73][C:59]([CH2:60][CH2:61][NH:62][C:63](=[O:72])[O:64][CH2:65][C:66]2[CH:71]=[CH:70][CH:69]=[CH:68][CH:67]=2)=[CH:58][CH:57]=1.[F-].[K+]>CCCC[N+](CCCC)(CCCC)CCCC.[Br-].O.CC(O)C>[ClH:19].[CH3:51][C:46]1[C:45]([N+:52]([O-:54])=[O:53])=[C:44]([NH:55][C:56]2[CH:74]=[CH:73][C:59]([CH2:60][CH2:61][NH:62][C:63](=[O:72])[O:64][CH2:65][C:66]3[CH:67]=[CH:68][CH:69]=[CH:70][CH:71]=3)=[CH:58][CH:57]=2)[CH:49]=[C:48]([CH3:50])[N:47]=1 |f:2.3,8.9,10.11,14.15|. Procedure details: To a clean and dry, nitrogen-purged 1 L round-bottom were charged tetra-N-butylammonium bromide (1.24 g, 3.85 mmoles) and 2-methyltetrahydrofuran (350 mL). 4-(2-Aminoethyl)benzenamine (35.0 g, 257 mmoles) was then added as a melt. This was followed by addition of a solution of sodium hydroxide (51.4 g, 1280 mmoles) dissolved in water (350 mL) keeping the temperature below 30° C. The reaction was then cooled to between −5° C. and 5° C. After holding for at least 30 minutes between −5° C. and 5° C... Reactants: C(CC)C1=C(C=CC(=C1C(N(C)C)=O)C#N)[S-] (2-n-propyl-4-cyano-dimethylcarbamoyl thiophenolate), Cl (hydrochloric acid), CO.C[O-].[Na+] (sodium methoxide methanol), CO.C[O-].[Na+] (sodium methoxide methanol). The solvent is CO (methanol). Run at time 5 hour. Product: C(CC)C1=C(C=CC(=C1)C#N)S (2-n-Propyl-4-cyanothiophenol). RXN SMILES: [CH2:1]([C:4]1[C:9](C(=O)N(C)C)=[C:8]([C:15]#[N:16])[CH:7]=[CH:6][C:5]=1[S-:17])[CH2:2][CH3:3].CO.C[O-].[Na+].Cl>CO>[CH2:1]([C:4]1[CH:9]=[C:8]([C:15]#[N:16])[CH:7]=[CH:6][C:5]=1[SH:17])[CH2:2][CH3:3] |f:1.2.3|. Procedure: A mixture comprising 2.86 g of the thiophenolate thus obtained, 30 ml of dried methanol and 3.0 ml of a 28% sodium methoxide methanol solution, was stirred at room temperature for 15 hours. Then, 1.5 ml of a 28% sodium methoxide methanol solution was added, and the mixture was stirred for further 5 hours. The reaction mixture was acidified to a pH of about 2 by gradually adding concentrated hydrochloric acid thereto, and then the solvent was distilled off. Water was poured into the dark brown oi... Product: C(C#CC)OC1=CC=C(C=C1)S(=O)(=O)C1(CCOCC1)C(=O)OCC (Ethyl 4-{[4-(2-butynyloxy)phenyl]sulfonyl}tetrahydro-2H-pyran-4-carboxylate), oil. Reported procedure: Ethyl 4-{[4-(2-butynyloxy)phenyl]sulfonyl}tetrahydro-2H-pyran-4-carboxylate (4-but-2-ynyloxy-benzenesulfonyl)-acetic acid ethyl ester (10 g, 33.8 mmol) was added to a stirring solution of potassium carbonate (12 g), 18-crown-6 (0.5 g), 2-chloroethyl ether (4.75 ml, 40.5 mmol), and tetrabutyl ammonium bromide (0.5 g) in methyl ethyl ketone (200 ml). The mixture was heated at reflux overnight before the salts were filtered off and the filtrate was concentrated. The residue was dissolved in chlorof... The yield is 80.0%. As a reaction SMILES: C(OC(=O)CS(C1C=CC(OCC#CC)=CC=1)(=O)=O)C.[CH2:21]([O:25][C:26]1[CH:31]=[CH:30][C:29]([S:32]([C:35]2([C:41]([O:43][CH2:44][CH3:45])=[O:42])[CH2:40][CH2:39][O:38][CH2:37][CH2:36]2)(=[O:34])=[O:33])=[CH:28][CH:27]=1)[C:22]#[C:23][CH3:24].C(=O)([O-])[O-].[K+].[K+].C1OCCOCCOCCOCCOCCOC1.ClCCOCCCl>[Br-].C([N+](CCCC)(CCCC)CCCC)CCC.C(C(C)=O)C>[CH2:21]([O:25][C:26]1[CH:31]=[CH:30][C:29]([S:32]([C:35]2([C:41]([O:43][CH2:44][CH3:45])=[O:42])[CH2:40][CH2:39][O:38][CH2:37][CH2:36]2)(=[O:34])=[O:33])=[CH:28][CH:27]=1)[C:22]#[C:23][CH3:24] |f:0.1,2.3.4,7.8|. Run in C(C)C(=O)C (methyl ethyl ketone). Reagents/catalysts: [Br-].C(CCC)[N+](CCCC)(CCCC)CCCC (tetrabutyl ammonium bromide). Reactants: C(C)OC(CS(=O)(=O)C1=CC=C(C=C1)OCC#CC)=O.C(C#CC)OC1=CC=C(C=C1)S(=O)(=O)C1(CCOCC1)C(=O)OCC (Ethyl 4-{[4-(2-butynyloxy)phenyl]sulfonyl}tetrahydro-2H-pyran-4-carboxylate (4-but-2-ynyloxy-benzenesulfonyl)-acetic acid ethyl ester), C([O-])([O-])=O.[K+].[K+] (potassium carbonate), C1COCCOCCOCCOCCOCCO1 (18-crown-6), ClCCOCCCl (2-chloroethyl ether).